This data is from the Open Reaction Database (ORD), a public repository of structured organic reaction records. The task is: describe an organic reaction: reactants, conditions, products, and yield The reactants are C(CC#C)NC(OC(C)(C)C)=O (tert-Butyl but-3-yn-1-ylcarbamate), ClC=1C=C(/C(=N/O)/Cl)C=CC1C#N ((Z)-3-chloro-4-cyano-N-hydroxybenzimidoyl chloride). Run in C1(=CC=CC=C1)C (toluene), CN(C)C=O (DMF). Run at temperature 40 celsius. Yields the product ClC=1C=C(C=CC1C#N)C1=NOC(=C1)CCNC(OC(C)(C)C)=O (tert-Butyl (2-(3-(3-chloro-4-cyanophenyl)isoxazol-5-yl)ethyl)carbamate). The yield is 54.2%. RXN SMILES: [CH2:1]([NH:5][C:6](=[O:12])[O:7][C:8]([CH3:11])([CH3:10])[CH3:9])[CH2:2][C:3]#[CH:4].[Cl:13][C:14]1[CH:15]=[C:16]([CH:21]=[CH:22][C:23]=1[C:24]#[N:25])/[C:17](/Cl)=[N:18]/[OH:19]>C1(C)C=CC=CC=1.CN(C=O)C>[Cl:13][C:14]1[CH:15]=[C:16]([C:17]2[CH:4]=[C:3]([CH2:2][CH2:1][NH:5][C:6](=[O:12])[O:7][C:8]([CH3:9])([CH3:11])[CH3:10])[O:19][N:18]=2)[CH:21]=[CH:22][C:23]=1[C:24]#[N:25]. Procedure details: tert-Butyl but-3-yn-1-ylcarbamate (0.7 g, 4.14 mmol) was dissolved in toluene (20 ml) and trietyhylamine (0.87 ml) was added at RT. (Z)-3-chloro-4-cyano-N-hydroxybenzimidoyl chloride (0.98 g, 4.55 mmol) was added in DMF (2 ml) to reaction mixture. After one hour in RT the reaction mixture was heated to 40° C. for 2 h. The white precipitate was filtered and the filtrate was washed with 1 M HCl, water and brine. Dried over anhydrous Na2SO4, filtered and evaporated. The crude product was purified b... Reactants: CO, Nc1cccc(F)c1C(=O)O, CC(C)(C)OC(=O)N1CCC(=O)CC1. Product: CC(C)(C)OC(=O)N1CCC(Nc2cccc(F)c2C(=O)O)CC1. As a reaction SMILES: [CH3:26][OH:27].[NH2:1][c:2]1[c:3]([C:4](=[O:5])[OH:6])[c:7]([F:11])[cH:8][cH:9][cH:10]1.[O:12]=[C:13]1[CH2:14][CH2:15][N:16]([C:19](=[O:20])[O:21][C:22]([CH3:23])([CH3:24])[CH3:25])[CH2:17][CH2:18]1>>[NH:1]([c:2]1[c:3]([C:4](=[O:5])[OH:6])[c:7]([F:11])[cH:8][cH:9][cH:10]1)[CH:13]1[CH2:14][CH2:15][N:16]([C:19](=[O:20])[O:21][C:22]([CH3:23])([CH3:24])[CH3:25])[CH2:17][CH2:18]1. Starting materials: C1(CCCCC1)N(C(CCCOC=1C=C2CN3C(=NC2=CC1)NC(C3)=O)=O)C (N-cyclohexyl-N-methyl-4-(2-oxo-1,2,3,5-tetrahydroimidazo[2,1-b]quinazolin-7-yl)oxybutyramide), Cl (hydrogen chloride), C(C)OCC (Diethyl ether). Solvent: CO (methanol), CO (methanol). Yields the product Cl.C1(CCCCC1)N(C(CCCOC=1C=C2CN3C(=NC2=CC1)NC(C3)=O)=O)C (N-cyclohexyl-N-methyl-4-(2-oxo-1,2,3,5-tetrahydroimidazo[2,1-b]quinazolin-7-yl)oxybutyramide hydrochloride). As a reaction SMILES: [ClH:1].[CH:2]1([N:8]([CH3:29])[C:9](=[O:28])[CH2:10][CH2:11][CH2:12][O:13][C:14]2[CH:15]=[C:16]3[C:21](=[CH:22][CH:23]=2)[N:20]=[C:19]2[NH:24][C:25](=[O:27])[CH2:26][N:18]2[CH2:17]3)[CH2:7][CH2:6][CH2:5][CH2:4][CH2:3]1.C(OCC)C>CO>[ClH:1].[CH:2]1([N:8]([CH3:29])[C:9](=[O:28])[CH2:10][CH2:11][CH2:12][O:13][C:14]2[CH:15]=[C:16]3[C:21](=[CH:22][CH:23]=2)[N:20]=[C:19]2[NH:24][C:25](=[O:27])[CH2:26][N:18]2[CH2:17]3)[CH2:3][CH2:4][CH2:5][CH2:6][CH2:7]1 |f:4.5|. Procedure: A two-fold stoichiometric excess of 3% hydrogen chloride in methanol is added to a solution of 1.0 g. of N-cyclohexyl-N-methyl-4-(2-oxo-1,2,3,5-tetrahydroimidazo[2,1-b]quinazolin-7-yl)oxybutyramide in 20 ml methanol. Diethyl ether is added until precipitation is complete. The product is filtered, washed with ether, air dried and recrystallized to give N-cyclohexyl-N-methyl-4-(2-oxo-1,2,3,5-tetrahydroimidazo[2,1-b]quinazolin-7-yl)oxybutyramide hydrochloride, m.p. -232°-234° C.